From a dataset of the Open Reaction Database (ORD), a public repository of structured organic reaction records. describe an organic reaction: reactants, conditions, products, and yield RXN SMILES: [CH3:1][O:2][C:3](=[O:20])[CH2:4][C:5]1[CH:10]=[CH:9][CH:8]=[C:7]([NH:11][C:12]([C:14]2[O:15][C:16](Br)=[CH:17][CH:18]=2)=[O:13])[CH:6]=1.[F:21][C:22]([F:34])([F:33])[O:23][C:24]1[CH:29]=[CH:28][C:27](B(O)O)=[CH:26][CH:25]=1>>[CH3:1][O:2][C:3](=[O:20])[CH2:4][C:5]1[CH:10]=[CH:9][CH:8]=[C:7]([NH:11][C:12]([C:14]2[O:15][C:16]([C:27]3[CH:26]=[CH:25][C:24]([O:23][C:22]([F:21])([F:33])[F:34])=[CH:29][CH:28]=3)=[CH:17][CH:18]=2)=[O:13])[CH:6]=1. Yields the product COC(CC1=CC(=CC=C1)NC(=O)C=1OC(=CC1)C1=CC=C(C=C1)OC(F)(F)F)=O ((3-{[5-(4-Trifluoromethoxy-phenyl)-furan-2-carbonyl]-amino}-phenyl)-acetic acid methyl ester). Procedure details: The methyl ester (16) (100 mg, 0.30 mmol) was coupled to 4-(trifluoromethoxy)-phenylboronic acid (67 mg, 0.33 mmol) using Method E. The crude compound was purified by column chromatography, eluting in 17% EtOAc in heptane to give the title compound. Starting materials: COC(CC1=CC(=CC=C1)NC(=O)C=1OC(=CC1)Br)=O ({3-[(5-Bromo-furan-2-carbonyl)-amino]-phenyl}-acetic acid methyl ester), FC(OC1=CC=C(C=C1)B(O)O)(F)F (4-(trifluoromethoxy)-phenylboronic acid). Starting materials: C1(=CC=C(C=C1)S(=O)(=O)O)C.O1COC2=C1C=CC(=C2)CN2CCC(CC2)NC2=CC(OC1=CC=C(C=C21)OC)=O (4-(1-Benzo[1,3]dioxol-5-ylmethyl-piperidin-4-ylamino)-6-methoxy-chromen-2-one para-toluene sulfonic acid salt), ClN1C(CCC1=O)=O (N-chlorosuccinimide), C(C)(=O)O (Acetic Acid). The solvent is C(C)#N (Acetonitrile). Yields the product O1COC2=C1C=CC(=C2)CN2CCC(CC2)NC2=C(C(OC1=CC=C(C=C21)OC)=O)Cl (4-(1-Benzo[1,3]dioxol-5-ylmethyl-piperidin-4-ylamino)-3-chloro-6-methoxy-chromen-2-one). As a reaction SMILES: C1(C)C=CC(S(O)(=O)=O)=CC=1.[O:12]1[C:16]2[CH:17]=[CH:18][C:19]([CH2:21][N:22]3[CH2:27][CH2:26][CH:25]([NH:28][C:29]4[C:38]5[C:33](=[CH:34][CH:35]=[C:36]([O:39][CH3:40])[CH:37]=5)[O:32][C:31](=[O:41])[CH:30]=4)[CH2:24][CH2:23]3)=[CH:20][C:15]=2[O:14][CH2:13]1.[Cl:42]N1C(=O)CCC1=O.C(O)(=O)C>C(#N)C>[O:12]1[C:16]2[CH:17]=[CH:18][C:19]([CH2:21][N:22]3[CH2:27][CH2:26][CH:25]([NH:28][C:29]4[C:38]5[C:33](=[CH:34][CH:35]=[C:36]([O:39][CH3:40])[CH:37]=5)[O:32][C:31](=[O:41])[C:30]=4[Cl:42])[CH2:24][CH2:23]3)=[CH:20][C:15]=2[O:14][CH2:13]1 |f:0.1|. Procedure details: The 4-(1-Benzo[1,3]dioxol-5-ylmethyl-piperidin-4-ylamino)-6-methoxy-chromen-2-one para-toluene sulfonic acid salt (0.025 g, 0.043 mmol), N-chlorosuccinimide (0.0061 g, 0.046 mmol), and 0.2 mL Acetic Acid were shaken at room temperature overnight. Solution was diluted with Acetonitrile and purified on a C-18 RP HPLC. Product fractions were combined, treated with K2CO3, extracted with CH2Cl2, dried over sodium sulfate and concentrated to dryness to give the title compound as an off white solid. MS... Reactants: FC1=C(C=CC=C1)C1=NN2C(C=C(C=C2)C=2C=C(C=O)C=CC2)=C1 (3-[2-(2-fluorophenyl)pyrazolo[1,5-a]pyridin-5-yl]benzaldehyde), C(#C)[Mg]Br (ethynylmagnesium bromide). Run in O1CCCC1 (tetrahydrofuran). Yields the product FC1=C(C=CC=C1)C1=NN2C(C=C(C=C2)C=2C=C(C=CC2)C(C#C)O)=C1 (1-{3-[2-(2-Fluorophenyl)pyrazolo[1,5-a]pyridin-5-yl]phenyl}prop-2-yn-1-ol). Isolated yield 81.8%. RXN SMILES: [F:1][C:2]1[CH:7]=[CH:6][CH:5]=[CH:4][C:3]=1[C:8]1[CH:24]=[C:11]2[CH:12]=[C:13]([C:16]3[CH:17]=[C:18]([CH:21]=[CH:22][CH:23]=3)[CH:19]=[O:20])[CH:14]=[CH:15][N:10]2[N:9]=1.[C:25]([Mg]Br)#[CH:26]>O1CCCC1>[F:1][C:2]1[CH:7]=[CH:6][CH:5]=[CH:4][C:3]=1[C:8]1[CH:24]=[C:11]2[CH:12]=[C:13]([C:16]3[CH:17]=[C:18]([CH:19]([OH:20])[C:25]#[CH:26])[CH:21]=[CH:22][CH:23]=3)[CH:14]=[CH:15][N:10]2[N:9]=1. Procedure details: The procedure described in stage 2.5 is followed, starting with 0.125 g (0.40 mmol) of 3-[2-(2-fluorophenyl)pyrazolo[1,5-a]pyridin-5-yl]benzaldehyde obtained in stage 7.2, in solution in 15 ml of tetrahydrofuran, followed by addition of 3.50 ml (1.75 mmol) of an ethynylmagnesium bromide solution (0.5M in tetrahydrofuran) and after chromatography on silica gel, elution being carried out with a mixture of cyclohexane and ethyl acetate (8/2), 0.112 g (82%) of the expected product is obtained in the... Reactants: C(C)(=O)OCC (ethyl acetate), FC1=CC=C(C=C1)NC(=O)C=1C=NC(=NC1)OCC(=O)O ([5-(4-fluorophenylcarbamoyl)pyrimidin-2-yloxy]acetic acid), C1(CCCCC1)OCCO (2-cyclohexyloxy-ethanol). Run in ClCCl (dichloromethane). The product is C1(CCCCC1)OCCOC(COC1=NC=C(C=N1)C(NC1=CC=C(C=C1)F)=O)=O ([5-(4-Fluorophenylcarbamoyl)pyrimidin-2-yloxy]acetic acid 2-cyclohexyloxy-ethyl ester). The yield is 51.0%. RXN SMILES: [F:1][C:2]1[CH:7]=[CH:6][C:5]([NH:8][C:9]([C:11]2[CH:12]=[N:13][C:14]([O:17][CH2:18][C:19]([OH:21])=[O:20])=[N:15][CH:16]=2)=[O:10])=[CH:4][CH:3]=1.[CH:22]1([O:28][CH2:29][CH2:30]O)[CH2:27][CH2:26][CH2:25][CH2:24][CH2:23]1.C(OCC)(=O)C>ClCCl>[CH:22]1([O:28][CH2:29][CH2:30][O:20][C:19](=[O:21])[CH2:18][O:17][C:14]2[N:13]=[CH:12][C:11]([C:9](=[O:10])[NH:8][C:5]3[CH:4]=[CH:3][C:2]([F:1])=[CH:7][CH:6]=3)=[CH:16][N:15]=2)[CH2:27][CH2:26][CH2:25][CH2:24][CH2:23]1. Procedure details: The titled compound was prepared from [5-(4-fluorophenylcarbamoyl)pyrimidin-2-yloxy]acetic acid using 2-cyclohexyloxy-ethanol (37 mg, 0.26 mmol) as the coupling partner. Chromatography (1:1 ethyl acetate:dichloromethane) through SiO2 yielded 36 mg (51%) of the titled compound. ESI-MS m/z 418 (MH30 ), 416 (M−H−). RXN SMILES: [CH:25]([Cl:26])([Cl:27])[Cl:28].[O:24].[OH:1][CH:2]1[CH2:3][CH:4]2[C:5]3([OH:23])[CH2:6][CH2:7][C:8](=[O:22])[C:9]3([CH3:10])[CH2:11][CH2:12][CH:13]2[C:14]2([CH3:21])[CH2:15][CH2:16][C:17](=[O:20])[CH:18]=[C:19]12>>[O:1]=[C:2]1[CH2:3][CH:4]2[C:5]3([OH:23])[CH2:6][CH2:7][C:8](=[O:22])[C:9]3([CH3:10])[CH2:11][CH2:12][CH:13]2[C:14]2([CH3:21])[CH2:15][CH2:16][C:17](=[O:20])[CH:18]=[C:19]12. Yields the product CC12CCC(=O)C=C1C(=O)CC1C2CCC2(C)C(=O)CCC12O. Reactants: ClC(Cl)Cl, O, CC12CCC(=O)C=C1C(O)CC1C2CCC2(C)C(=O)CCC12O. The reactants are N1(CCC(CC1)C(=O)OCN1C=C(C(C(=C1)C1=CC=C(C=C1)F)=O)C(NC1=CC(=C(C=C1)OC1=C(C(=NC=C1)NC(C1=CC=CC=C1)C1=CC=CC=C1)Cl)F)=O)C(=O)OC(C)(C)C (4-(3-(4-(2-(benzhydrylamino)-3-chloropyridin-4-yloxy)-3-fluorophenylcarbamoyl)-5-(4-fluorophenyl)-4-oxopyridin-1(4H)-yl)methyl 1-tert-butyl piperidine-1,4-dicarboxylate), Cl (HCl). Solvent: C(Cl)Cl (DCM). Conditions: time 3 hour. Product: N1CCC(CC1)C(=O)OCN1C=C(C(C(=C1)C1=CC=C(C=C1)F)=O)C(NC1=CC(=C(C=C1)OC1=C(C(=NC=C1)NC(C1=CC=CC=C1)C1=CC=CC=C1)Cl)F)=O ((3-(4-(2-(Benzhydrylamino)-3-chloropyridin-4-yloxy)-3-fluorophenylcarbamoyl)-5-(4-fluorophenyl)-4-oxopyridin-1(4H)-yl)methyl piperidine-4-carboxylate). Yield: 107.1%. As a reaction SMILES: [N:1]1(C(OC(C)(C)C)=O)[CH2:6][CH2:5][CH:4]([C:7]([O:9][CH2:10][N:11]2[CH:16]=[C:15]([C:17]3[CH:22]=[CH:21][C:20]([F:23])=[CH:19][CH:18]=3)[C:14](=[O:24])[C:13]([C:25](=[O:56])[NH:26][C:27]3[CH:32]=[CH:31][C:30]([O:33][C:34]4[CH:39]=[CH:38][N:37]=[C:36]([NH:40][CH:41]([C:48]5[CH:53]=[CH:52][CH:51]=[CH:50][CH:49]=5)[C:42]5[CH:47]=[CH:46][CH:45]=[CH:44][CH:43]=5)[C:35]=4[Cl:54])=[C:29]([F:55])[CH:28]=3)=[CH:12]2)=[O:8])[CH2:3][CH2:2]1.Cl>C(Cl)Cl>[NH:1]1[CH2:6][CH2:5][CH:4]([C:7]([O:9][CH2:10][N:11]2[CH:16]=[C:15]([C:17]3[CH:22]=[CH:21][C:20]([F:23])=[CH:19][CH:18]=3)[C:14](=[O:24])[C:13]([C:25](=[O:56])[NH:26][C:27]3[CH:32]=[CH:31][C:30]([O:33][C:34]4[CH:39]=[CH:38][N:37]=[C:36]([NH:40][CH:41]([C:48]5[CH:49]=[CH:50][CH:51]=[CH:52][CH:53]=5)[C:42]5[CH:43]=[CH:44][CH:45]=[CH:46][CH:47]=5)[C:35]=4[Cl:54])=[C:29]([F:55])[CH:28]=3)=[CH:12]2)=[O:8])[CH2:3][CH2:2]1. Procedure details: To a solution of 4-(3-(4-(2-(benzhydrylamino)-3-chloropyridin-4-yloxy)-3-fluorophenylcarbamoyl)-5-(4-fluorophenyl)-4-oxopyridin-1(4H)-yl)methyl 1-tert-butyl piperidine-1,4-dicarboxylate (135 mg, 0.154 mmol) in DCM (5 mL) at rt, was added HCl (4 N in dioxane, 1 mL). The reaction mixture was stirred at rt for 3 h. The solvents were removed in vacuo and the resulting residue was purified by preparative —HPLC to give the desired product (128 mg) as a white solid. MS (ESI+) m/z 776 (M+H)+. Starting materials: COc1cc(CN2CCNCC2)ccc1Nc1ncc2ccc(-c3ccccc3N(C)S(C)(=O)=O)n2n1, CO, OCC1CO1. The product is COc1cc(CN2CCN(CC(O)CO)CC2)ccc1Nc1ncc2ccc(-c3ccccc3N(C)S(C)(=O)=O)n2n1. As a reaction SMILES: [CH3:1][O:2][c:3]1[c:4]([NH:16][c:17]2[n:18][n:19]3[c:20]([cH:21][n:22]2)[cH:23][cH:24][c:25]3-[c:26]2[c:27]([N:32]([S:33](=[O:34])(=[O:35])[CH3:36])[CH3:37])[cH:28][cH:29][cH:30][cH:31]2)[cH:5][cH:6][c:7]([CH2:9][N:10]2[CH2:11][CH2:12][NH:13][CH2:14][CH2:15]2)[cH:8]1.[CH3:43][OH:44].[O:38]1[CH:39]([CH2:41][OH:42])[CH2:40]1>>[CH3:1][O:2][c:3]1[c:4]([NH:16][c:17]2[n:18][n:19]3[c:20]([cH:21][n:22]2)[cH:23][cH:24][c:25]3-[c:26]2[c:27]([N:32]([S:33](=[O:34])(=[O:35])[CH3:36])[CH3:37])[cH:28][cH:29][cH:30][cH:31]2)[cH:5][cH:6][c:7]([CH2:9][N:10]2[CH2:11][CH2:12][N:13]([CH2:40][CH:39]([OH:38])[CH2:41][OH:42])[CH2:14][CH2:15]2)[cH:8]1.